This data is from the Open Reaction Database (ORD), a public repository of structured organic reaction records. The task is: describe an organic reaction: reactants, conditions, products, and yield Starting materials: Cc1cc(C#N)cc2c1NC(c1cccc(Br)c1)CC2(C)C, O=C([O-])[O-], CS(C)=O, [Cu]I, [K+], [K+], NC1(C(=O)O)CC1. The product is Cc1cc(C#N)cc2c1NC(c1cccc(NC3(C(=O)O)CC3)c1)CC2(C)C. Reaction SMILES: [Br:1][c:2]1[cH:3][c:4]([CH:8]2[NH:9][c:10]3[c:11]([CH3:22])[cH:12][c:13]([C:20]#[N:21])[cH:14][c:15]3[C:16]([CH3:18])([CH3:19])[CH2:17]2)[cH:5][cH:6][cH:7]1.[C:30](=[O:31])([O-:32])[O-:33].[CH3:36][S:37](=[O:38])[CH3:39].[Cu:40][I:41].[K+:34].[K+:35].[NH2:23][C:24]1([C:27](=[O:28])[OH:29])[CH2:25][CH2:26]1>>[c:2]1([NH:23][C:24]2([C:27](=[O:28])[OH:29])[CH2:25][CH2:26]2)[cH:3][c:4]([CH:8]2[NH:9][c:10]3[c:11]([CH3:22])[cH:12][c:13]([C:20]#[N:21])[cH:14][c:15]3[C:16]([CH3:18])([CH3:19])[CH2:17]2)[cH:5][cH:6][cH:7]1.